Dataset: the Open Reaction Database (ORD), a public repository of structured organic reaction records. Task: describe an organic reaction: reactants, conditions, products, and yield Reactants: FC1=C(C=CC(=C1)F)/C=C/C1=CC=C(C=C1)S(=O)(=O)C1=C(C=CC=C1)C(C)=O (1-[2-({4-[(E)-2-(2,4-difluorophenyl)vinyl]phenyl}sulfonyl)phenyl]ethanone), C[Mg]Br (methyl magnesium bromide). Solvent: C1CCOC1 (THF). Conditions: time 75 minute. Yields the product FC1=CC=C(C=C1)/C=C/C1=CC=C(C=C1)S(=O)(=O)C1=C(C=CC=C1)C(C)(C)O (2-[2-({4-[(E)-2-(4-fluorophenyl)vinyl]phenyl}sulfonyl)phenyl]propan-2-ol). Yield: 78.6%. As a reaction SMILES: F[C:2]1[CH:7]=[C:6]([F:8])[CH:5]=[CH:4][C:3]=1/[CH:9]=[CH:10]/[C:11]1[CH:16]=[CH:15][C:14]([S:17]([C:20]2[CH:25]=[CH:24][CH:23]=[CH:22][C:21]=2[C:26](=[O:28])[CH3:27])(=[O:19])=[O:18])=[CH:13][CH:12]=1.[CH3:29][Mg]Br>C1COCC1>[F:8][C:6]1[CH:5]=[CH:4][C:3](/[CH:9]=[CH:10]/[C:11]2[CH:16]=[CH:15][C:14]([S:17]([C:20]3[CH:25]=[CH:24][CH:23]=[CH:22][C:21]=3[C:26]([OH:28])([CH3:29])[CH3:27])(=[O:18])=[O:19])=[CH:13][CH:12]=2)=[CH:2][CH:7]=1. Procedure: A stirred THF (1 mL) solution of 1-[2-({4-[(E)-2-(2,4-difluorophenyl)vinyl]phenyl}sulfonyl)phenyl]ethanone (Example 141; 65 mg, 0.17 mmol) was treated with methyl magnesium bromide (3 N in Et2O; 0.17 mL, 0.51 mmol) at ambient temperature. After 75 minutes, the mixture was partitioned between water (20 mL) and EtOAc (20 mL). The phases were separated and the organic phase dried (MgSO4), filtered and concentrated in vacuo. The crude material was purified by flash chromatography on silica (eluant 3... Starting materials: C(C1=CC=CC=C1)OC(NC1=CC2=C(C(=N1)CO[Si](C)(C)C(C)(C)C)C(=NN2C(C2=CC=CC=C2)(C2=CC=CC=C2)C2=CC=CC=C2)OC)=O (benzyl(4-(((tert-butyldimethylsilyl)oxy)methyl)-3-methoxy-1-trityl-1H-pyrazolo[4,3-c]pyridin-6-yl)carbamate). Reagents/catalysts: [Pd] (palladium on carbon). Solvent: C(C)(=O)OCC (ethyl acetate), CO (methanol). Run at time 16 hour. Yields the product [Si](C)(C)(C(C)(C)C)OCC1=NC(=CC2=C1C(=NN2C(C2=CC=CC=C2)(C2=CC=CC=C2)C2=CC=CC=C2)OC)N (4-(((tert-butyldimethylsilyl)oxy)methyl)-3-methoxy-1-trityl-1H-pyrazolo[4,3-c]pyridin-6-amine). Isolated yield 82.5%. RXN SMILES: C(OC(=O)[NH:10][C:11]1[N:16]=[C:15]([CH2:17][O:18][Si:19]([C:22]([CH3:25])([CH3:24])[CH3:23])([CH3:21])[CH3:20])[C:14]2[C:26]([O:48][CH3:49])=[N:27][N:28]([C:29]([C:42]3[CH:47]=[CH:46][CH:45]=[CH:44][CH:43]=3)([C:36]3[CH:41]=[CH:40][CH:39]=[CH:38][CH:37]=3)[C:30]3[CH:35]=[CH:34][CH:33]=[CH:32][CH:31]=3)[C:13]=2[CH:12]=1)C1C=CC=CC=1>C(OCC)(=O)C.CO.[Pd]>[Si:19]([O:18][CH2:17][C:15]1[C:14]2[C:26]([O:48][CH3:49])=[N:27][N:28]([C:29]([C:42]3[CH:47]=[CH:46][CH:45]=[CH:44][CH:43]=3)([C:36]3[CH:37]=[CH:38][CH:39]=[CH:40][CH:41]=3)[C:30]3[CH:35]=[CH:34][CH:33]=[CH:32][CH:31]=3)[C:13]=2[CH:12]=[C:11]([NH2:10])[N:16]=1)([C:22]([CH3:25])([CH3:24])[CH3:23])([CH3:20])[CH3:21]. Procedure: To a 50 mL round bottom flask charged with crude benzyl(4-(((tert-butyldimethylsilyl)oxy)methyl)-3-methoxy-1-trityl-1H-pyrazolo[4,3-c]pyridin-6-yl)carbamate (199 mg, 0.291 mmol) in ethyl acetate (10 ml) and methanol (5 ml) was added palladium on carbon (61.8 mg, 0.058 mmol). The flask was evacuated and back-filled with hydrogen gas using an attached balloon. This procedure was attempted a further two times. The reaction mixture was stirred under a hydrogen atmosphere at room temperature for 16 h...